From a dataset of the Open Reaction Database (ORD), a public repository of structured organic reaction records. describe an organic reaction: reactants, conditions, products, and yield Reactants: NC1=NC=C(N=C1)Br (2-amino-5-bromopyrazine), ClCCl (dichloromethane), N1=CC=CC=C1 (pyridine), CC(C(=O)Cl)(C)C (trimethylacetyl chloride). The solvent is C(C)O (ethanol). Reaction conditions: temperature 40 celsius, time 2 hour. Product: BrC=1N=CC(=NC1)NC(C(C)(C)C)=O (N-(5-bromo-pyrazin-2-yl)-2,2-dimethylpropionamide). Yield: 90.4%. As a reaction SMILES: [NH2:1][C:2]1[CH:7]=[N:6][C:5]([Br:8])=[CH:4][N:3]=1.ClCCl.N1C=CC=CC=1.[CH3:18][C:19]([CH3:24])([CH3:23])[C:20](Cl)=[O:21]>C(O)C>[Br:8][C:5]1[N:6]=[CH:7][C:2]([NH:1][C:20](=[O:21])[C:19]([CH3:24])([CH3:23])[CH3:18])=[N:3][CH:4]=1. Procedure details: A 3-necked 1 L round bottomed flask equipped with a magnetic stirrer, thermometer, condenser and nitrogen inlet/outlet was charged with 50.00 g (287.4 mmol) of 2-amino-5-bromopyrazine (1), 218 mL of dichloromethane and 30.50 mL (377.1 mmol) of pyridine. Then, 39.30 mL (319.1 mmol) of trimethylacetyl chloride (PivCl) was added dropwise over 5 min. An exotherm ensued that raised the temperature of the mixture from 22° C. to 44° C. After stirring at ca. 40° C. for 2 h, HPLC analysis indicated compl... Starting materials: [BH4-].[Li+] (lithium borohydride), COC(C1=CC(=CC(=C1)[N+](=O)[O-])F)=O (methyl-3-fluoro-5-nitrobenzoate), C(C)OCC (diethyl ether), resultant mixture, Cl (hydrochloric acid). Run in O (Water). Yields the product FC=1C=C(CO)C=C(C1)[N+](=O)[O-] (3-fluoro-5-nitrobenzyl alcohol). The yield is 82.3%. RXN SMILES: [BH4-].[Li+].C[O:4][C:5](=O)[C:6]1[CH:11]=[C:10]([N+:12]([O-:14])=[O:13])[CH:9]=[C:8]([F:15])[CH:7]=1.C(OCC)C.Cl>O>[F:15][C:8]1[CH:7]=[C:6]([CH:11]=[C:10]([N+:12]([O-:14])=[O:13])[CH:9]=1)[CH2:5][OH:4] |f:0.1|. Reported procedure: A solution of lithium borohydride (2M in THF, 7.3 ml) was added slowly to a mixture of methyl-3-fluoro-5-nitrobenzoate (JCS Chem. Comm., 1993, 921-922; 2.9 g) and diethyl ether (60 ml) and the resultant mixture was stirred at ambient temperature for 2 hours. Water and a 2N aqueous hydrochloric acid solution were added in turn and the mixture was extracted with diethyl ether. The organic solution was evaporated and the residue was purified by column chromatography on silica using methylene chlori... Reactants: CC(C)(C)C(=O)Cl, CN(C)C=O, [H-], [Na+], O, O=C(OCc1ccccc1)c1ccc2[nH]ccc2c1. Product: CC(C)(C)C(=O)n1ccc2cc(C(=O)OCc3ccccc3)ccc21. RXN SMILES: [CH3:22][C:23]([C:24](=[O:25])[Cl:26])([CH3:27])[CH3:28].[CH3:30][N:31]([CH3:32])[CH:33]=[O:34].[H-:1].[Na+:2].[OH2:29].[nH:3]1[cH:4][cH:5][c:6]2[cH:7][c:8]([C:12](=[O:13])[O:14][CH2:15][c:16]3[cH:17][cH:18][cH:19][cH:20][cH:21]3)[cH:9][cH:10][c:11]12>>[n:3]1([C:24]([C:23]([CH3:22])([CH3:27])[CH3:28])=[O:25])[cH:4][cH:5][c:6]2[cH:7][c:8]([C:12](=[O:13])[O:14][CH2:15][c:16]3[cH:17][cH:18][cH:19][cH:20][cH:21]3)[cH:9][cH:10][c:11]12. The reactants are BrC=1C=C(C=C(C1)OC)N1CC(N(CC1)CC1=CC(=C(C=C1)OC)OC)C(=O)N (4-(3-bromo-5-methoxyphenyl)-1-[(3,4-dimethoxyphenyl)methyl]-2-piperazinecarboxamide), [H-].[Al+3].[Li+].[H-].[H-].[H-] (lithium aluminum hydride). Yields the product BrC=1C=C(C=C(C1)OC)N1CC(N(CC1)CC1=CC(=C(C=C1)OC)OC)CN (4-(3-Bromo-5-methoxyphenyl)-1-[(3,4-dimethoxyphenyl)methyl]-2-piperazinemethanamine). Reaction SMILES: [Br:1][C:2]1[CH:3]=[C:4]([N:10]2[CH2:15][CH2:14][N:13]([CH2:16][C:17]3[CH:22]=[CH:21][C:20]([O:23][CH3:24])=[C:19]([O:25][CH3:26])[CH:18]=3)[CH:12]([C:27]([NH2:29])=O)[CH2:11]2)[CH:5]=[C:6]([O:8][CH3:9])[CH:7]=1.[H-].[Al+3].[Li+].[H-].[H-].[H-]>>[Br:1][C:2]1[CH:3]=[C:4]([N:10]2[CH2:15][CH2:14][N:13]([CH2:16][C:17]3[CH:22]=[CH:21][C:20]([O:23][CH3:24])=[C:19]([O:25][CH3:26])[CH:18]=3)[CH:12]([CH2:27][NH2:29])[CH2:11]2)[CH:5]=[C:6]([O:8][CH3:9])[CH:7]=1 |f:1.2.3.4.5.6|. Procedure details: In a manner similar to Preparation 2, react 4-(3-bromo-5-methoxyphenyl)-1-[(3,4-dimethoxyphenyl)methyl]-2-piperazinecarboxamide with lithium aluminum hydride to obtain the title compound. Reactants: CC1([C@@H]([C@@H]1\C=C/C(OCC(F)(F)F)=O)C(=O)O)C ((1R,cis) 2,2-dimethyl-3-[(Z)-3-oxo-3-(2,2,2-trifluoroethoxy)-1-propenyl]-cyclopropane-carboxylic acid), C[C@H](C1=CC(=CC=C1)OC1=CC=CC=C1)O ((R)α-methyl-3-phenoxy-benzyl alcohol). RXN SMILES: [CH3:1][C:2]1([CH3:18])[C@@H:4](/[CH:5]=[CH:6]\[C:7](=[O:14])[O:8][CH2:9][C:10]([F:13])([F:12])[F:11])[C@H:3]1[C:15]([OH:17])=[O:16].[CH3:19][C@@H:20](O)[C:21]1[CH:26]=[CH:25][CH:24]=[C:23]([O:27][C:28]2[CH:33]=[CH:32][CH:31]=[CH:30][CH:29]=2)[CH:22]=1>C(Cl)(Cl)Cl>[CH3:1][C:2]1([CH3:18])[C@@H:4](/[CH:5]=[CH:6]\[C:7](=[O:14])[O:8][CH2:9][C:10]([F:13])([F:11])[F:12])[C@H:3]1[C:15]([O:17][C@H:20]([CH3:19])[C:21]1[CH:26]=[CH:25][CH:24]=[C:23]([O:27][C:28]2[CH:33]=[CH:32][CH:31]=[CH:30][CH:29]=2)[CH:22]=1)=[O:16]. Procedure: Using the procedure of Step F of Example 9, the acid of Step D of Example 1 and (R)α-methyl-3-phenoxy-benzyl alcohol were reacted to obtain (R)α-methyl-3-phenoxy-benzyl (1R,cis) 2,2-dimethyl-3-[(Z) 3-oxo-3-(2,2,2-trifluoroethoxy)-1-propenyl]-cyclopropane-carboxylate with a specific rotation of [α]D20 =+108.5°±2° (c=1% in CHCl3). Product: CC1([C@@H]([C@@H]1\C=C/C(OCC(F)(F)F)=O)C(=O)O[C@@H](C1=CC(=CC=C1)OC1=CC=CC=C1)C)C ((R)α-methyl-3-phenoxy-benzyl (1R,cis) 2,2-dimethyl-3-[(Z) 3-oxo-3-(2,2,2-trifluoroethoxy)-1-propenyl]-cyclopropane-carboxylate). The solvent is C(Cl)(Cl)Cl (CHCl3). Reactants: CCO, O=C(O)C1CC2C=CC1O2. Yields the product O=C(O)C1CC2CCC1O2. As a reaction SMILES: [CH3:11][CH2:12][OH:13].[CH:1]12[CH:2]([C:8](=[O:9])[OH:10])[CH2:3][CH:4]([CH:5]=[CH:6]1)[O:7]2>>[CH:1]12[CH:2]([C:8](=[O:9])[OH:10])[CH2:3][CH:4]([CH2:5][CH2:6]1)[O:7]2. The reactants are Cl.N1C(CCCC1)=N (piperidin-2-ylideneamine hydrochloride), BrC(C=O)=COC(C)C (2-bromo-3-isopropoxy-propenal), C1(CC1)N1C(=NC=C1C=O)C (cyclopropyl-2-methyl-3H-imidazole-4-carbaldehyde). The product is N=1C=C(N2C1CCCC2)C=O (5,6,7,8-Tetrahydro-imidazo[1,2-a]pyridine-3-carbaldehyde). As a reaction SMILES: Cl.N1CCCCC1=N.BrC(=COC(C)C)C=O.[CH:18]1([N:21]2[C:25]([CH:26]=[O:27])=[CH:24][N:23]=[C:22]2[CH3:28])[CH2:20][CH2:19]1>>[N:23]1[CH:24]=[C:25]([CH:26]=[O:27])[N:21]2[CH2:18][CH2:20][CH2:19][CH2:28][C:22]=12 |f:0.1|. Reported procedure: 5,6,7,8-Tetrahydro-imidazo[1,2-a]pyridine-3-carbaldehyde (2:1 with 5,6,7,8-Tetrahydro-imidazo[1,2-a]pyridine-2-carbaldehyde) was prepared from piperidin-2-ylideneamine hydrochloride (Aldrich) and 2-bromo-3-isopropoxy-propenal in the same manner as cyclopropyl-2-methyl-3H-imidazole-4-carbaldehyde (Example 45). Starting materials: CC(=O)O, O=[N+]([O-])c1ncc(Oc2ccccc2)cc1OCC1CCCC1, O, [Zn]. Product: Nc1ncc(Oc2ccccc2)cc1OCC1CCCC1. Reaction SMILES: [CH3:25][C:26](=[O:27])[OH:28].[CH:1]1([CH2:6][O:7][c:8]2[c:9]([N+:21]([O-:22])=[O:23])[n:10][cH:11][c:12]([O:14][c:15]3[cH:16][cH:17][cH:18][cH:19][cH:20]3)[cH:13]2)[CH2:2][CH2:3][CH2:4][CH2:5]1.[OH2:24].[Zn:29]>>[CH:1]1([CH2:6][O:7][c:8]2[c:9]([NH2:21])[n:10][cH:11][c:12]([O:14][c:15]3[cH:16][cH:17][cH:18][cH:19][cH:20]3)[cH:13]2)[CH2:2][CH2:3][CH2:4][CH2:5]1. The reactants are Cl.NCCC1=CC(=C(OCC(=O)OC)C=C1)F (methyl 4-(2-aminoethyl)-2-fluorophenoxyacetate hydrochloride), C([O-])([O-])=O.[K+].[K+] (potassium carbonate), O (water), ClC1=CC=C(C=C1)S(=O)(=O)Cl (4-chlorophenylsulfonyl chloride). Solvent: C(C)(=O)OCC (ethyl acetate), C(C)(=O)OCC (ethyl acetate). Reaction conditions: time 2 hour. Yields the product ClC1=CC=C(C=C1)S(=O)(=O)NCCC1=CC(=C(OCC(=O)OC)C=C1)F (methyl 4-[2-(4-chlorophenyl)sulfonylaminoethyl]-2-fluorophenoxyacetate). Isolated yield 93.6%. RXN SMILES: Cl.[NH2:2][CH2:3][CH2:4][C:5]1[CH:16]=[CH:15][C:8]([O:9][CH2:10][C:11]([O:13][CH3:14])=[O:12])=[C:7]([F:17])[CH:6]=1.C(=O)([O-])[O-].[K+].[K+].O.[Cl:25][C:26]1[CH:31]=[CH:30][C:29]([S:32](Cl)(=[O:34])=[O:33])=[CH:28][CH:27]=1>C(OCC)(=O)C>[Cl:25][C:26]1[CH:31]=[CH:30][C:29]([S:32]([NH:2][CH2:3][CH2:4][C:5]2[CH:16]=[CH:15][C:8]([O:9][CH2:10][C:11]([O:13][CH3:14])=[O:12])=[C:7]([F:17])[CH:6]=2)(=[O:34])=[O:33])=[CH:28][CH:27]=1 |f:0.1,2.3.4|. Reported procedure: 1 g of methyl 4-(2-aminoethyl)-2-fluorophenoxyacetate hydrochloride is added to a mixture of 30 ml of ethyl acetate, 1.58 g of potassium carbonate and 15 ml of water, and a solution of 0.78 g of 4-chlorophenylsulfonyl chloride in 15 ml of ethyl acetate is added dropwise thereto at room temperature. After the mixture is stirred for 2 hours, the ethyl acetate layer is separated therefrom, washed, dried and evaporated to remove the solvent. The residue is recrystallized from a mixture of ethyl acet...